This data is from the Open Reaction Database (ORD), a public repository of structured organic reaction records. The task is: describe an organic reaction: reactants, conditions, products, and yield Starting materials: O=C(n1ccnc1)n1ccnc1, Nc1nc2ccc(F)cc2s1, CN(C)C=O. The product is O=C(Nc1nc2ccc(F)cc2s1)n1ccnc1. Reaction SMILES: [C:12](=[O:13])([n:14]1[cH:15][n:16][cH:17][cH:18]1)[n:19]1[cH:20][cH:21][n:22][cH:23]1.[F:1][c:2]1[cH:3][c:4]2[c:5]([n:6][c:7]([NH2:9])[s:8]2)[cH:10][cH:11]1.[O:24]=[CH:25][N:26]([CH3:27])[CH3:28]>>[F:1][c:2]1[cH:3][c:4]2[c:5]([n:6][c:7]([NH:9][C:12](=[O:13])[n:14]3[cH:15][n:16][cH:17][cH:18]3)[s:8]2)[cH:10][cH:11]1. Reactants: COC(=O)C=1SC(=CC1)S(N)(=O)=O (5-sulfamoyl-thiophene-2-carboxylic acid methyl ester), [BH4-].[Li+] (lithiumborohydride), [BH4-].[Li+] (lithiumborohydride). The solvent is O1CCCC1 (tetrahydrofuran). Conditions: time 20 hour. The product is OCC1=CC=C(S1)S(=O)(=O)N (5-hydroxymethyl-thiophene-2-sulfonic acid amide). Isolated yield 77.7%. Reaction SMILES: C[O:2][C:3]([C:5]1[S:6][C:7]([S:10](=[O:13])(=[O:12])[NH2:11])=[CH:8][CH:9]=1)=O.[BH4-].[Li+]>O1CCCC1>[OH:2][CH2:3][C:5]1[S:6][C:7]([S:10]([NH2:11])(=[O:13])=[O:12])=[CH:8][CH:9]=1 |f:1.2|. Procedure: To a solution of 0.442 g 5-sulfamoyl-thiophene-2-carboxylic acid methyl ester in 8 ml tetrahydrofuran was added 0.044 g lithiumborohydride and the mixture was stirred at room temperature for 20 h. To the resulting mixture was added an other 0.088 g lithiumborohydride and the mixture was stirred at room temperature for 2 h and at reflux for 20 h. The resulting suspension was partitioned between water and ethyl acetate. The phases were separated and the organic phase was purified by chromatography... Starting materials: NN1C(CC2=CC=CC=C12)C (1-amino-2,3-dihydro-2-methyl-1H-indole), ClC1=C(C=C(C(=O)Cl)C=C1)S(N)(=O)=O (4-chloro-3-sulphamoylbenzoyl chloride), Cl (hydrochloride), CS(=O)(=O)[O-] (methanesulphonate). Product: ClC1=C(C=C(C(=O)NN2C(CC3=CC=CC=C23)C)C=C1)S(=O)(=O)N (4-chloro-3-aminosulphonyl-N-(2,3-dihydro2-methyl-1H-indol-1-yl)benzamide). RXN SMILES: [NH2:1][N:2]1[C:10]2[C:5](=[CH:6][CH:7]=[CH:8][CH:9]=2)[CH2:4][CH:3]1[CH3:11].Cl.CS([O-])(=O)=O.[Cl:18][C:19]1[CH:27]=[CH:26][C:22]([C:23](Cl)=[O:24])=[CH:21][C:20]=1[S:28](=[O:31])(=[O:30])[NH2:29]>>[Cl:18][C:19]1[CH:27]=[CH:26][C:22]([C:23]([NH:1][N:2]2[C:10]3[C:5](=[CH:6][CH:7]=[CH:8][CH:9]=3)[CH2:4][CH:3]2[CH3:11])=[O:24])=[CH:21][C:20]=1[S:28]([NH2:29])(=[O:31])=[O:30]. Procedure: Process according to claim 1, characterised in that the 1-amino-2,3-dihydro-2-methyl-1H-indole is reacted in the form of a hydrochloride or a methanesulphonate with the 4-chloro-3-sulphamoylbenzoyl chloride. The reactants are [OH-].[Li+] (lithium hydroxide), ClC=1N=C(NC1CC)C(=O)N[C@@H]1[C@@H](CN(CC1)C=1SC(=C(N1)C)C(=O)OCC)F (Ethyl cis(±)-2-(4-{[(4-chloro-5-ethyl-1H-imidazol-2-yl)carbonyl]amino}-3-fluoropiperidin-1-yl)-4-methyl-1,3-thiazole-5-carboxylate), Cl (hydrochloric acid), O (water). The solvent is CO (methanol), O1CCCC1 (tetrahydrofuran). Reaction conditions: temperature 70 celsius, time 2 hour. Yields the product ClC=1N=C(NC1CC)C(=O)N[C@@H]1[C@@H](CN(CC1)C=1SC(=C(N1)C)C(=O)O)F (cis(±)-2-(4-{[(4-Chloro-5-ethyl-1H-imidazol-2-yl)carbonyl]amino}-3-fluoropiperidin-1-yl)-4-methyl-1,3-thiazole-5-carboxylic acid). Isolated yield 73.1%. RXN SMILES: [OH-].[Li+].[Cl:3][C:4]1[N:5]=[C:6]([C:11]([NH:13][C@H:14]2[CH2:19][CH2:18][N:17]([C:20]3[S:21][C:22]([C:26]([O:28]CC)=[O:27])=[C:23]([CH3:25])[N:24]=3)[CH2:16][C@H:15]2[F:31])=[O:12])[NH:7][C:8]=1[CH2:9][CH3:10].Cl.O>CO.O1CCCC1>[Cl:3][C:4]1[N:5]=[C:6]([C:11]([NH:13][C@H:14]2[CH2:19][CH2:18][N:17]([C:20]3[S:21][C:22]([C:26]([OH:28])=[O:27])=[C:23]([CH3:25])[N:24]=3)[CH2:16][C@H:15]2[F:31])=[O:12])[NH:7][C:8]=1[CH2:9][CH3:10] |f:0.1|. Procedure details: A 2 N aqueous lithium hydroxide solution (1.18 mL, 2.37 mmol) was added to a mixed solution of ethyl cis(±)-2-(4-{[(4-chloro-5-ethyl-1H-imidazol-2-yl)carbonyl]amino}-3-fluoropiperidin-1-yl)-4-methyl-1,3-thiazole-5-carboxylate obtained in Example (196c) (105 mg, 0.237 mmol) in methanol (3 mL) and tetrahydrofuran (3 mL) at room temperature, and the mixture was stirred at 70° C. for two hours. The reaction solution was concentrated under reduced pressure. A 1 N aqueous hydrochloric acid solution (2... Product: CN1N=C(C(=C1)N1C(N(C=2C=NC=3C=CC(=CC3C21)C=2C=NC(=C(C2)OC(CF)CF)C)C)=O)C (1-(1,3-Dimethyl-1H-pyrazol-4-yl)-8-[5-(2-fluoro-1-fluoromethyl-ethoxy)-6-methyl-pyridin-3-yl]-3-methyl-1,3-dihydro-imidazo[4,5-c]quinolin-2-one). Procedure details: The title compound was synthesized in a similar manner as described for Example 1.1 using 8-bromo-1-(1,3-dimethyl-1H-pyrazol-4-yl)-3-methyl-1,3-dihydro-imidazo[4,5-c]quinolin-2-one (Intermediate A) and 3-(2-fluoro-1-fluoromethyl-ethoxy)-2-methyl-5-(4,4,5,5-tetramethyl-[1,3,2]dioxaborolan-2-yl)-pyridine (Stage 189.1.1) to give the title compound as a white foam. (HPLC: tR 2.26 min (Method A); M+H=479 MS-ES; 1H-NMR (d6-DMSO, 400 MHz) 8.98 (s, 1H), 8.19-8.17 (m, 1H), 8.14-8.10 (m, 2H), 8.00-7.95 (m... Reaction SMILES: Br[C:2]1[CH:11]=[CH:10][C:9]2[N:8]=[CH:7][C:6]3[N:12]([CH3:23])[C:13](=[O:22])[N:14]([C:15]4[C:16]([CH3:21])=[N:17][N:18]([CH3:20])[CH:19]=4)[C:5]=3[C:4]=2[CH:3]=1.[F:24][CH2:25][CH:26]([CH2:44][F:45])[O:27][C:28]1[C:29]([CH3:43])=[N:30][CH:31]=[C:32](B2OC(C)(C)C(C)(C)O2)[CH:33]=1>>[CH3:20][N:18]1[CH:19]=[C:15]([N:14]2[C:5]3[C:4]4[CH:3]=[C:2]([C:32]5[CH:31]=[N:30][C:29]([CH3:43])=[C:28]([O:27][CH:26]([CH2:25][F:24])[CH2:44][F:45])[CH:33]=5)[CH:11]=[CH:10][C:9]=4[N:8]=[CH:7][C:6]=3[N:12]([CH3:23])[C:13]2=[O:22])[C:16]([CH3:21])=[N:17]1. The reactants are BrC1=CC=2C3=C(C=NC2C=C1)N(C(N3C=3C(=NN(C3)C)C)=O)C (8-bromo-1-(1,3-dimethyl-1H-pyrazol-4-yl)-3-methyl-1,3-dihydro-imidazo[4,5-c]quinolin-2-one), BrC1=CC=2C3=C(C=NC2C=C1)N(C(N3C=3C(=NN(C3)C)C)=O)C (8-bromo-1-(1,3-dimethyl-1H-pyrazol-4-yl)-3-methyl-1,3-dihydro-imidazo[4,5-c]quinolin-2-one), FCC(OC=1C(=NC=C(C1)B1OC(C(O1)(C)C)(C)C)C)CF (3-(2-fluoro-1-fluoromethyl-ethoxy)-2-methyl-5-(4,4,5,5-tetramethyl-[1,3,2]dioxaborolan-2-yl)-pyridine). Reactants: [Ag+], CCOc1cc(C=O)ccc1O, O=[N+]([O-])[O-], [Na+], [OH-], O. Product: CCOc1cc(C(=O)O)ccc1O. RXN SMILES: [Ag+:20].[CH2:3]([CH3:4])[O:5][c:6]1[cH:7][c:8]([CH:9]=[O:10])[cH:11][cH:12][c:13]1[OH:14].[N+:16]([O-:17])([O-:18])=[O:19].[Na+:2].[OH-:1].[OH2:15]>>[OH:1][C:9]([c:8]1[cH:7][c:6]([O:5][CH2:3][CH3:4])[c:13]([OH:14])[cH:12][cH:11]1)=[O:10].